From a dataset of the Open Reaction Database (ORD), a public repository of structured organic reaction records. describe an organic reaction: reactants, conditions, products, and yield The reactants are CC1CN(C(=O)OC(C)(C)C)CC2Cc3cc(Br)c(C(F)(F)F)cc3N12, COC(C)(C)C, CCOCC, CI, [Li]C, O. Yields the product Cc1cc2c(cc1C(F)(F)F)N1C(C)CN(C(=O)OC(C)(C)C)CC1C2. As a reaction SMILES: [C:1]([CH3:2])([CH3:3])([CH3:4])[O:5][C:6](=[O:7])[N:8]1[CH2:9][CH:10]2[N:11]([c:12]3[cH:13][c:14]([C:20]([F:21])([F:22])[F:23])[c:15]([Br:19])[cH:16][c:17]3[CH2:18]2)[CH:24]([CH3:26])[CH2:25]1.[C:32]([O:33][CH3:34])([CH3:35])([CH3:36])[CH3:37].[CH2:38]([O:39][CH2:40][CH3:41])[CH3:42].[CH3:27][I:28].[CH3:29][Li:30].[OH2:31]>>[C:1]([CH3:2])([CH3:3])([CH3:4])[O:5][C:6](=[O:7])[N:8]1[CH2:9][CH:10]2[N:11]([c:12]3[cH:13][c:14]([C:20]([F:21])([F:22])[F:23])[c:15]([CH3:27])[cH:16][c:17]3[CH2:18]2)[CH:24]([CH3:26])[CH2:25]1.